Dataset: the Open Reaction Database (ORD), a public repository of structured organic reaction records. Task: describe an organic reaction: reactants, conditions, products, and yield Starting materials: C1(CCCCC1)N(C(NC=1SC(=CN1)S(=O)(=O)NCC(=O)O)=O)C1CCCCC1 ([2-(3,3-dicyclohexyl-ureido)-thiazole-5-sulfonylamino]-acetic acid), C1(CCCCC1)N[C@@H]1CC[C@H](CC1)C (cyclohexyl-(trans-4-methyl-cyclohexyl)-amine), COC(CN(C)S(=O)(=O)C1=CN=C(S1)N)=O ([(2-amino-thiazole-5-sulfonyl)-methyl-amino]-acetic acid methyl ester). Product: C1(CCCCC1)N(C(NC=1SC(=CN1)S(=O)(=O)N(C)CC(=O)O)=O)[C@@H]1CC[C@H](CC1)C (({2-[3-Cyclohexyl-3-(trans-4-methyl-cyclohexyl)-ureido]-thiazole-5-sulfonyl}-methyl-amino)-acetic acid). Reaction SMILES: C1(N(C2CCCCC2)[C:8](=[O:23])[NH:9][C:10]2[S:11][C:12]([S:15]([NH:18][CH2:19][C:20]([OH:22])=[O:21])(=[O:17])=[O:16])=[CH:13][N:14]=2)CCCCC1.[CH:30]1([NH:36][C@H:37]2[CH2:42][CH2:41][C@H:40]([CH3:43])[CH2:39][CH2:38]2)[CH2:35][CH2:34][CH2:33][CH2:32][CH2:31]1.[CH3:44]OC(=O)CN(S(C1SC(N)=NC=1)(=O)=O)C>>[CH:30]1([N:36]([C@H:37]2[CH2:38][CH2:39][C@H:40]([CH3:43])[CH2:41][CH2:42]2)[C:8](=[O:23])[NH:9][C:10]2[S:11][C:12]([S:15]([N:18]([CH2:19][C:20]([OH:22])=[O:21])[CH3:44])(=[O:17])=[O:16])=[CH:13][N:14]=2)[CH2:31][CH2:32][CH2:33][CH2:34][CH2:35]1. Procedure details: Prepared in a similar manner to [2-(3,3-dicyclohexyl-ureido)-thiazole-5-sulfonylamino]-acetic acid via cyclohexyl-(trans-4-methyl-cyclohexyl)-amine and [(2-amino-thiazole-5-sulfonyl)-methyl-amino]-acetic acid methyl ester to give the title compound. Isolated yield 79.0%. Procedure: A solution of oxalyl chloride in CH2Cl2 (2 M, 1.6 mL, 3.2 mmol) was added dropwise to a solution of 6-cyano-1-methyl-1H-indole (360 mg, 2.3 mmol) in ether (5 mL). Stirring was continued for 30 min at 0° C. and the cooling bath was removed. After 2 h, more of the 2 M solution of oxalyl chloride (0.2 mL, 0.4 mmol.) was added. Stirring was continued at room temperature for additional 2 h. The solid was filtered and washed with ether to give (6-cyano-1-methyl-1H-indol-3-yl)glyoxylyl chloride (450 mg... Run in CCOCC (ether). Reaction conditions: time 30 minute. Yields the product C(#N)C1=CC=C2C(=CN(C2=C1)C)C(C(=O)Cl)=O ((6-cyano-1-methyl-1H-indol-3-yl)glyoxylyl chloride). As a reaction SMILES: [C:1](Cl)(=[O:5])[C:2]([Cl:4])=[O:3].C(Cl)Cl.[C:10]([C:12]1[CH:20]=[C:19]2[C:15]([CH:16]=[CH:17][N:18]2[CH3:21])=[CH:14][CH:13]=1)#[N:11]>CCOCC>[C:10]([C:12]1[CH:20]=[C:19]2[C:15]([C:16]([C:1](=[O:5])[C:2]([Cl:4])=[O:3])=[CH:17][N:18]2[CH3:21])=[CH:14][CH:13]=1)#[N:11]. Reactants: C(C(=O)Cl)(=O)Cl (oxalyl chloride), C(Cl)Cl (CH2Cl2), C(#N)C1=CC=C2C=CN(C2=C1)C (6-cyano-1-methyl-1H-indole), solution, C(C(=O)Cl)(=O)Cl (oxalyl chloride).